From a dataset of the Open Reaction Database (ORD), a public repository of structured organic reaction records. describe an organic reaction: reactants, conditions, products, and yield The reactants are Cc1nc(OCC(=O)O)nc(C)c1NC(=O)OC(C)(C)C, c1ccc(CN2CCC(NC3CC3)CC2)cc1. The product is Cc1nc(OCC(=O)N(C2CC2)C2CCN(Cc3ccccc3)CC2)nc(C)c1NC(=O)OC(C)(C)C. As a reaction SMILES: [C:1]([CH3:2])([CH3:3])([CH3:4])[O:5][C:6](=[O:7])[NH:8][c:9]1[c:10]([CH3:21])[n:11][c:12]([O:16][CH2:17][C:18](=[O:19])[OH:20])[n:13][c:14]1[CH3:15].[CH2:22]([c:23]1[cH:24][cH:25][cH:26][cH:27][cH:28]1)[N:29]1[CH2:30][CH2:31][CH:32]([NH:35][CH:36]2[CH2:37][CH2:38]2)[CH2:33][CH2:34]1>>[C:1]([CH3:2])([CH3:3])([CH3:4])[O:5][C:6](=[O:7])[NH:8][c:9]1[c:10]([CH3:21])[n:11][c:12]([O:16][CH2:17][C:18](=[O:20])[N:35]([CH:32]2[CH2:31][CH2:30][N:29]([CH2:22][c:23]3[cH:24][cH:25][cH:26][cH:27][cH:28]3)[CH2:34][CH2:33]2)[CH:36]2[CH2:37][CH2:38]2)[n:13][c:14]1[CH3:15]. Reactants: C(C)(C)(C)C1=CC=C(OCC(=O)NCC2=CC(=C(C=C2)NS(=O)(=O)C)OC)C=C1 (2-(4-tert-Butylphenoxy)-N-{3-methoxy-4-[(methysulfonyl)amino]benzyl}acetamide), C(Cl)Cl (methylene dichloride), B(Br)(Br)Br (boron(III)bromide). Solvent: C(C)(=O)OCC (ethyl acetate). Reaction conditions: temperature 0 celsius, time 1.5 hour. The product is C(C)(C)(C)C1=CC=C(OCC(=O)NCC2=CC(=C(C=C2)NS(=O)(=O)C)O)C=C1 (2-(4-tert-Butylphenoxy) -N-{3-hydroxy-4-[(methylsulfonyl)amino]benzyl}acetamide). Yield: 68.0%. RXN SMILES: [C:1]([C:5]1[CH:29]=[CH:28][C:8]([O:9][CH2:10][C:11]([NH:13][CH2:14][C:15]2[CH:20]=[CH:19][C:18]([NH:21][S:22]([CH3:25])(=[O:24])=[O:23])=[C:17]([O:26]C)[CH:16]=2)=[O:12])=[CH:7][CH:6]=1)([CH3:4])([CH3:3])[CH3:2].C(Cl)Cl.B(Br)(Br)Br>C(OCC)(=O)C>[C:1]([C:5]1[CH:6]=[CH:7][C:8]([O:9][CH2:10][C:11]([NH:13][CH2:14][C:15]2[CH:20]=[CH:19][C:18]([NH:21][S:22]([CH3:25])(=[O:23])=[O:24])=[C:17]([OH:26])[CH:16]=2)=[O:12])=[CH:28][CH:29]=1)([CH3:4])([CH3:2])[CH3:3]. Reported procedure: To a solution of 2-(4-tert-butylphenoxy)-N-{3-methoxy-4-[(methylsulfonyl)amino]benzyl}acetamide (Example 11) (446 mg, 1.06 mmol) in methylene dichrolide (20 ml) was added 1.0 M methylene dichloride solution of boron(III)bromide (5.3 ml, 5.3 mmol) at 0° C. After being stirred for 1.5 hours at 0° C., the mixture was quenched with water and crude residue was extracted with methylene dichloride. The organic layer was separated, then washed with brine, dried over magnesium sulfate. Then, filtration t... The reactants are Cl (HCl), O (H2O), resultant precipitate, C(#N)C=1C=C2S(C=3C=CC(=CC3C(C2=CC1)=O)N(C)C)(=O)=O (6-cyano-2-dimethylaminothioxanthen-9-one 10,10-dioxide), C(CN)N (ethylenediamine), C[O-].[Na+] (sodium methoxide). Solvent: CO (methanol). Product: Cl.Cl.CN(C1=CC=2C(C3=CC=C(C=C3S(C2C=C1)(=O)=O)C=1NCCN1)=O)C (2-dimethylamino-6-(2-imidazolin-2-yl)thioxanthen-9-one 10,10-dioxide dihydrochloride). Reaction SMILES: [C:1]([C:3]1[CH:4]=[C:5]2[C:14](=[CH:15][CH:16]=1)[C:13](=[O:17])[C:12]1[CH:11]=[C:10]([N:18]([CH3:20])[CH3:19])[CH:9]=[CH:8][C:7]=1[S:6]2(=[O:22])=[O:21])#[N:2].[CH2:23](N)[CH2:24][NH2:25].C[O-].[Na+].O.[ClH:31]>CO>[ClH:31].[ClH:31].[CH3:19][N:18]([CH3:20])[C:10]1[CH:9]=[CH:8][C:7]2[S:6](=[O:22])(=[O:21])[C:5]3[C:14](=[CH:15][CH:16]=[C:3]([C:1]4[NH:25][CH2:24][CH2:23][N:2]=4)[CH:4]=3)[C:13](=[O:17])[C:12]=2[CH:11]=1 |f:2.3,7.8.9|. Reported procedure: A mixture of 6-cyano-2-dimethylaminothioxanthen-9-one 10,10-dioxide, 2.0 g (0.006 mol), ethylenediamine, 3 g, 0.05 mol, and sodium methoxide, 0.1 g (0.002 mol) in methanol, 30 ml, was refluxed for 48 hr. The mixture was poured into H2O and the resultant precipitate was dissolved in boiling in 1N HCl. This solution was cooled and the dihydrochloride salt was filtered and recrystallized from 95% ethanol to yield 2-dimethylamino-6-(2-imidazolin-2-yl)thioxanthen-9-one 10,10-dioxide dihydrochloride 0... As a reaction SMILES: [CH2:1]([N:3]1[CH2:9][CH2:8][CH2:7][N:6]([C:10]2[CH:20]=[CH:19][C:13]([C:14]([O:16]CC)=O)=[CH:12][CH:11]=2)[CH2:5][CH2:4]1)[CH3:2].[CH3:21][O:22][C:23]1[CH:24]=[C:25]([CH2:31][CH2:32][C:33]2[CH:34]=[C:35]([NH2:38])[NH:36][N:37]=2)[CH:26]=[C:27]([O:29][CH3:30])[CH:28]=1.C[Al](C)C.C(Cl)Cl.CCOCC>C1(C)C=CC=CC=1>[CH3:30][O:29][C:27]1[CH:26]=[C:25]([CH2:31][CH2:32][C:33]2[CH:34]=[C:35]([NH:38][C:14](=[O:16])[C:13]3[CH:12]=[CH:11][C:10]([N:6]4[CH2:7][CH2:8][CH2:9][N:3]([CH2:1][CH3:2])[CH2:4][CH2:5]4)=[CH:20][CH:19]=3)[NH:36][N:37]=2)[CH:24]=[C:23]([O:22][CH3:21])[CH:28]=1 |f:3.4|. The yield is 25.6%. Procedure: N-[5-[2-(3,5-dimethoxyphenyl)ethyl]-2H-pyrazol-3-yl]-4-(4-ethyl-1,4-diazepan-1-yl)benzamide was prepared using the same procedure as for Example 159, but starting from ethyl 4-(4-ethyl-1,4-diazepan-1-yl)benzoate (0.502 g, 1.4 mmol), 5-[2-(3,5-dimethoxyphenyl)ethyl]-2H-pyrazol-3-amine (0.346 g, 1.40 mmol) and A 2M solution of trimethylaluminium (1.750 mL, 3.50 mmol) in toluene. The crude product was purified by preparative HPLC, using decreasingly polar mixtures of water (containing 1% NH3) and M... Yields the product COC=1C=C(C=C(C1)OC)CCC=1C=C(NN1)NC(C1=CC=C(C=C1)N1CCN(CCC1)CC)=O (N-[5-[2-(3,5-dimethoxyphenyl)ethyl]-2H-pyrazol-3-yl]-4-(4-ethyl-1,4-diazepan-1-yl)benzamide). The reactants are C(C)N1CCN(CCC1)C1=CC=C(C(=O)OCC)C=C1 (ethyl 4-(4-ethyl-1,4-diazepan-1-yl)benzoate), C[Al](C)C (trimethylaluminium), C(Cl)Cl.CCOCC (DCM Ether), COC=1C=C(C=C(C1)OC)CCC=1C=C(NN1)N (5-[2-(3,5-dimethoxyphenyl)ethyl]-2H-pyrazol-3-amine), solution. The solvent is C1(=CC=CC=C1)C (toluene). The product is O=C(c1ccc(F)cc1)c1nc(Cl)c2cc(F)ccc2n1. The reactants are [Br-], C1CCOC1, C1CCOC1, CCOC(=O)c1nc(Cl)c2cc(F)ccc2n1, Fc1ccc([Mg+])cc1. RXN SMILES: [Br-:18].[CH2:27]1[O:28][CH2:29][CH2:30][CH2:31]1.[CH2:32]1[O:33][CH2:34][CH2:35][CH2:36]1.[Cl:1][c:2]1[n:3][c:4]([C:13]([O:15][CH2:14][CH3:16])=[O:17])[n:5][c:6]2[cH:7][cH:8][c:9]([F:12])[cH:10][c:11]12.[F:19][c:20]1[cH:21][cH:22][c:23]([Mg+:26])[cH:24][cH:25]1>>[Cl:1][c:2]1[n:3][c:4]([C:13](=[O:15])[c:23]2[cH:22][cH:21][c:20]([F:19])[cH:25][cH:24]2)[n:5][c:6]2[cH:7][cH:8][c:9]([F:12])[cH:10][c:11]12. Reactants: CCOC(=O)c1c(C)nc(SC)nc1O, CCN(C(C)C)C(C)C, ClCCl, [Na+], O=C([O-])O, O, O=P(Cl)(Cl)Cl. Yields the product CCOC(=O)c1c(C)nc(SC)nc1Cl. RXN SMILES: [CH2:1]([CH3:2])[O:3][C:4](=[O:5])[c:6]1[c:7]([OH:15])[n:8][c:9]([S:13][CH3:14])[n:10][c:11]1[CH3:12].[CH:16]([N:17]([CH2:18][CH3:19])[CH:20]([CH3:21])[CH3:22])([CH3:23])[CH3:24].[Cl:31][CH2:32][Cl:33].[Na+:38].[O-:34][C:35]([OH:36])=[O:37].[OH2:25].[P:26]([Cl:27])([Cl:28])([Cl:29])=[O:30]>>[CH2:1]([CH3:2])[O:3][C:4](=[O:5])[c:6]1[c:7]([Cl:28])[n:8][c:9]([S:13][CH3:14])[n:10][c:11]1[CH3:12]. The product is NC=1C(=CC(=C(C1)N1C=C(C(C2=CC(=C(C=C12)OC)[N+](=O)[O-])=O)C(=O)O)F)F (1-(5-Amino-2,4-difluorophenyl)-7-methoxy-6-nitro-4-oxo-1,4-dihydroquinoline-3-carboxylic Acid). Reaction conditions: temperature 40 celsius, time 2 hour. The solvent is N1=CC=CC=C1 (pyridine). Reported procedure: 1-(5-Amino-2,4-difluorophenyl)-7-fluoro-6-nitro-4-oxo-1,4-dihydroquinoline-3-carboxylic acid (60 mg) was added to a mixed liquid of a 28% sodium methoxide solution (135 mg) and pyridine (0.5 ml), and the mixture was stirred at 40° C. for 2 hours. The reaction mixture was acidified with a 3% aqueous solution of citric acid, and solids formed were collected by filtration. The solids were subjected to azeotropic distillation with ethanol and toluene. Hexane was added to the residue to conduct filtr... The reactants are C(CC(O)(C(=O)O)CC(=O)O)(=O)O (citric acid), NC=1C(=CC(=C(C1)N1C=C(C(C2=CC(=C(C=C12)F)[N+](=O)[O-])=O)C(=O)O)F)F (1-(5-Amino-2,4-difluorophenyl)-7-fluoro-6-nitro-4-oxo-1,4-dihydroquinoline-3-carboxylic acid), C[O-].[Na+] (sodium methoxide), aqueous solution. As a reaction SMILES: [NH2:1][C:2]1[C:3]([F:27])=[CH:4][C:5]([F:26])=[C:6]([N:8]2[C:17]3[C:12](=[CH:13][C:14]([N+:19]([O-:21])=[O:20])=[C:15](F)[CH:16]=3)[C:11](=[O:22])[C:10]([C:23]([OH:25])=[O:24])=[CH:9]2)[CH:7]=1.C[O-].[Na+].C(O)(=O)C[C:33](CC(O)=O)(C(O)=O)[OH:34]>N1C=CC=CC=1>[NH2:1][C:2]1[C:3]([F:27])=[CH:4][C:5]([F:26])=[C:6]([N:8]2[C:17]3[C:12](=[CH:13][C:14]([N+:19]([O-:21])=[O:20])=[C:15]([O:34][CH3:33])[CH:16]=3)[C:11](=[O:22])[C:10]([C:23]([OH:25])=[O:24])=[CH:9]2)[CH:7]=1 |f:1.2|.